Dataset: the Open Reaction Database (ORD), a public repository of structured organic reaction records. Task: describe an organic reaction: reactants, conditions, products, and yield Reactants: CC(C)(C)CCBr, C[Si](C)(C)[N-][Si](C)(C)C, [Li+], C1CCOC1, CC(C(=O)O)c1ccccc1. The product is CC(C)(C)CCC(C)(C(=O)O)c1ccccc1. Reaction SMILES: [Br:22][CH2:23][CH2:24][C:25]([CH3:26])([CH3:27])[CH3:28].[CH3:1][Si:2]([N-:3][Si:4]([CH3:5])([CH3:6])[CH3:7])([CH3:8])[CH3:9].[Li+:10].[O:29]1[CH2:30][CH2:31][CH2:32][CH2:33]1.[c:11]1([CH:17]([C:18](=[O:19])[OH:20])[CH3:21])[cH:12][cH:13][cH:14][cH:15][cH:16]1>>[c:11]1([C:17]([C:18](=[O:19])[OH:20])([CH3:21])[CH2:23][CH2:24][C:25]([CH3:26])([CH3:27])[CH3:28])[cH:12][cH:13][cH:14][cH:15][cH:16]1. The reactants are C(C1=CC=CC=C1)OCCCCCCCC(=O)OCC (Ethyl 8-benzyloxyoctanoate), [Cl-].[NH4+] (ammonium chloride), Cl (hydrochloric acid), C1(=CC=CC=C1)[Mg]Br (phenylmagnesium bromide). Solvent: C1CCOC1 (THF). Reaction conditions: time 4 hour. The product is C(C1=CC=CC=C1)OCCCCCCCC(O)(C1=CC=CC=C1)C1=CC=CC=C1 (8-benzyloxy-1,1-diphenyloctanol). As a reaction SMILES: [CH2:1]([O:8][CH2:9][CH2:10][CH2:11][CH2:12][CH2:13][CH2:14][CH2:15][C:16]([O:18]CC)=O)[C:2]1[CH:7]=[CH:6][CH:5]=[CH:4][CH:3]=1.[C:21]1([Mg]Br)[CH:26]=[CH:25][CH:24]=[CH:23][CH:22]=1.[Cl-].[NH4+].Cl>C1COCC1>[CH2:1]([O:8][CH2:9][CH2:10][CH2:11][CH2:12][CH2:13][CH2:14][CH2:15][C:16]([C:2]1[CH:7]=[CH:6][CH:5]=[CH:4][CH:3]=1)([C:21]1[CH:26]=[CH:25][CH:24]=[CH:23][CH:22]=1)[OH:18])[C:2]1[CH:3]=[CH:4][CH:5]=[CH:6][CH:7]=1 |f:2.3|. Procedure details: Ethyl 8-benzyloxyoctanoate was dissolved in 15 ml of THF. 15 ml (30 mmol) of phenylmagnesium bromide (2 M THF solution) was added dropwise to the obtained solution in ice bath. After stirring at room temperature for 4 hours, a saturated aqueous ammonium chloride solution and then 1 N hydrochloric acid were added to the reaction mixture to terminate the reaction. After the extraction with ethyl acetate, the organic layer was dried over anhydrous sodium sulfate and then concentrated under educed p... Starting materials: ClC1=C(C=CC=C1)S(=O)(=O)[C@@H]1C[C@H](NC1)C(=O)NC1(CC1)C#N ((2S,4R)-4-(2-chlorophenylsulfonyl)-N-(1-cyanocyclopropyl)pyrrolidine-2-carboxamide), [Na+].O1CCN(CC1)C1(CC1)C(=O)[O-] (1-morpholinocyclopropanecarboxylic acid sodium salt). Yields the product ClC1=C(C=CC=C1)S(=O)(=O)[C@@H]1C[C@H](N(C1)C(=O)C1(CC1)N1CCOCC1)C(=O)NC1(CC1)C#N ((2S,4R)-4-(2-chlorophenylsulfonyl)-N-(1-cyanocyclopropyl)-1-(1-morpholinocyclopropanecarbonyl)pyrrolidine-2-carboxamide). Yield: 65.0%. As a reaction SMILES: [Cl:1][C:2]1[CH:7]=[CH:6][CH:5]=[CH:4][C:3]=1[S:8]([C@H:11]1[CH2:15][NH:14][C@H:13]([C:16]([NH:18][C:19]2([C:22]#[N:23])[CH2:21][CH2:20]2)=[O:17])[CH2:12]1)(=[O:10])=[O:9].[Na+].[O:25]1[CH2:30][CH2:29][N:28]([C:31]2([C:34]([O-])=[O:35])[CH2:33][CH2:32]2)[CH2:27][CH2:26]1>>[Cl:1][C:2]1[CH:7]=[CH:6][CH:5]=[CH:4][C:3]=1[S:8]([C@H:11]1[CH2:15][N:14]([C:34]([C:31]2([N:28]3[CH2:29][CH2:30][O:25][CH2:26][CH2:27]3)[CH2:33][CH2:32]2)=[O:35])[C@H:13]([C:16]([NH:18][C:19]2([C:22]#[N:23])[CH2:21][CH2:20]2)=[O:17])[CH2:12]1)(=[O:10])=[O:9] |f:1.2|. Reported procedure: The reaction of (2S,4R)-4-(2-chlorophenylsulfonyl)-N-(1-cyanocyclopropyl)pyrrolidine-2-carboxamide 7H with 1-morpholinocyclopropanecarboxylic acid sodium salt 16J carried out according to the general procedure L yielded (2S,4R)-4-(2-chlorophenylsulfonyl)-N-(1-cyanocyclopropyl)-1-(1-morpholinocyclopropanecarbonyl)pyrrolidine-2-carboxamide as a yellow oil (65%). MS ISP (m/e): 507.2 (100) [(M+H)]+. Reactants: BrC=1C(=CC(=C(C(=O)O)C1)O)O (5-bromo-2,4-dihydroxy-benzoic acid), S(=O)(=O)(OC)OC (dimethyl sulfate), C([O-])([O-])=O.[K+].[K+] (potassium carbonate), CN(C=O)C (dimethylformamide). Reaction conditions: temperature 85 celsius. Yields the product BrC=1C(=CC(=C(C(=O)OC)C1)OC)OC (methyl 5-bromo-2,4-dimethoxy-benzoate). Yield: 87.0%. As a reaction SMILES: [Br:1][C:2]1[C:3](O)=[CH:4][C:5](O)=[C:6]([CH:10]=1)[C:7]([OH:9])=[O:8].S([O:18][CH3:19])(OC)(=O)=O.[C:20](=O)([O-])[O-].[K+].[K+].CN(C)[CH:28]=[O:29]>>[Br:1][C:2]1[C:3]([O:18][CH3:19])=[CH:4][C:5]([O:29][CH3:28])=[C:6]([CH:10]=1)[C:7]([O:9][CH3:20])=[O:8] |f:2.3.4|. Reported procedure: To solution of 5-bromo-2,4-dihydroxy-benzoic acid (5 g, 21.46 mmol) in dimethylformamide (30 mL) were added dimethyl sulfate (5.413 g, 42.92 mmol) and potassium carbonate (8.907 g, 64.38 mmol). The reaction mixture was heated at 80-90° C. for 12 h. Upon cooling to room temperature, the white solid was filtered off and the filtrate was concentrated in vacuo. The product was extracted with diethyl ether (2×100 mL). The organic layers were washed with water (1×10 mL), brine (1×10 mL) and dried over... Reactants: C#CC(=O)OCCOCCOC, [Li]CCCC, COc1ccc(C=CC=O)cc1, [Cl-], [NH4+], C1CCOC1. The product is COCCOCCOC(=O)C#CC(O)C=Cc1ccc(OC)cc1. RXN SMILES: [C:1]([C:2]#[CH:3])(=[O:4])[O:5][CH2:6][CH2:7][O:8][CH2:9][CH2:10][O:11][CH3:12].[CH2:13]([Li:14])[CH2:15][CH2:16][CH3:17].[CH3:18][O:19][c:20]1[cH:21][cH:22][c:23]([CH:24]=[CH:25][CH:26]=[O:27])[cH:28][cH:29]1.[Cl-:30].[NH4+:31].[O:32]1[CH2:33][CH2:34][CH2:35][CH2:36]1>>[C:1]([C:2]#[C:3][CH:26]([CH:25]=[CH:24][c:23]1[cH:22][cH:21][c:20]([O:19][CH3:18])[cH:29][cH:28]1)[OH:27])(=[O:4])[O:5][CH2:6][CH2:7][O:8][CH2:9][CH2:10][O:11][CH3:12].